From a dataset of the Open Reaction Database (ORD), a public repository of structured organic reaction records. describe an organic reaction: reactants, conditions, products, and yield Starting materials: CN1CCCC1=O, CCOC(C)=O, O=CO, CCN(C(C)C)C(C)C, Nc1ncc(Cl)cc1-c1cc(Cc2ccc(COc3ccccn3)cc2)on1, O. Product: Nc1ncccc1-c1cc(Cc2ccc(COc3ccccn3)cc2)on1. RXN SMILES: [CH3:42][N:43]1[CH2:44][CH2:45][CH2:46][C:47]1=[O:48].[CH3:49][CH2:50][O:51][C:52](=[O:53])[CH3:54].[CH:29]([OH:30])=[O:31].[CH:32]([N:33]([CH2:34][CH3:35])[CH:36]([CH3:37])[CH3:38])([CH3:39])[CH3:40].[Cl:1][c:2]1[cH:3][c:4](-[c:9]2[n:10][o:11][c:12]([CH2:14][c:15]3[cH:16][cH:17][c:18]([CH2:21][O:22][c:23]4[n:24][cH:25][cH:26][cH:27][cH:28]4)[cH:19][cH:20]3)[cH:13]2)[c:5]([NH2:8])[n:6][cH:7]1.[OH2:41]>>[cH:2]1[cH:3][c:4](-[c:9]2[n:10][o:11][c:12]([CH2:14][c:15]3[cH:16][cH:17][c:18]([CH2:21][O:22][c:23]4[n:24][cH:25][cH:26][cH:27][cH:28]4)[cH:19][cH:20]3)[cH:13]2)[c:5]([NH2:8])[n:6][cH:7]1. Reactants: BrC1=CC=CC=C1 (bromobenzene), C#CCO (1-propyn-3-ol), C(C)NCC (diethylamine), BrC1=NC=CC=C1 (bromopyridine), dichloride. Reagents/catalysts: [Cu]I (copper (I) iodide). Run in C(C)OCC (diethyl ether). Reaction conditions: time 1 hour. Yields the product C1(=CC=CC=C1)C#CCO (1-(phenyl)-propyn-3-ol). As a reaction SMILES: Br[C:2]1[CH:7]=[CH:6][CH:5]=[CH:4][CH:3]=1.[CH:8]#[C:9][CH2:10][OH:11].C(NCC)C.BrC1C=CC=CN=1>[Cu]I.C(OCC)C>[C:2]1([C:8]#[C:9][CH2:10][OH:11])[CH:7]=[CH:6][CH:5]=[CH:4][CH:3]=1. Procedure: A mixture of 0.7 g (1 mmol) of bis-triphenylphosphinepalladium dichloride and 0.38 g (2 mmols) of copper (I) iodide is added, with stirring, to 31.6 g (200 mmols) of bromobenzene, 16.8 g (300 mmols) of 1-propyn-3-ol and 300 ml of diethylamine. The reaction mixture is stirred in an argon atmosphere at room temperature (20°-25° C.), and within one hour the mixture heats up to about 30° C. A precipitate commences to occur, and after a reaction time of 6 hours, no further bromopyridine can be detect... Starting materials: BrC1=NC=C(C=C1)Br (2,5-dibromopyridine), C1(=CC(=CC=C1)B(O)O)C1=CC=CC=C1 (3-biphenylboronic acid), palladium(H) acetate, C1(=CC=CC=C1)P(C1=CC=CC=C1)C1=CC=CC=C1 (triphenylphosphine), C([O-])([O-])=O.[Na+].[Na+] (sodium carbonate). The solvent is O (water), C(OC)COC (dimethoxyethane), C(C)(=O)OCC (ethyl acetate). Product: C1(=CC(=CC=C1)C1=NC=C(C=C1)Br)C1=CC=CC=C1 (2-(biphenyl-3-yl)-5-bromopyridine). Isolated yield 72.7%. RXN SMILES: Br[C:2]1[CH:7]=[CH:6][C:5]([Br:8])=[CH:4][N:3]=1.[C:9]1([C:18]2[CH:23]=[CH:22][CH:21]=[CH:20][CH:19]=2)[CH:14]=[CH:13][CH:12]=[C:11](B(O)O)[CH:10]=1.C1(P(C2C=CC=CC=2)C2C=CC=CC=2)C=CC=CC=1.C(=O)([O-])[O-].[Na+].[Na+]>C(OCC)(=O)C.O.C(COC)OC>[C:9]1([C:18]2[CH:19]=[CH:20][CH:21]=[CH:22][CH:23]=2)[CH:14]=[CH:13][CH:12]=[C:11]([C:2]2[CH:7]=[CH:6][C:5]([Br:8])=[CH:4][N:3]=2)[CH:10]=1 |f:3.4.5|. Procedure: To a 1000 mL, 3-necked flask equipped with a stir bar, nitrogen inlet, and a reflux condenser were added 2,5-dibromopyridine (39.9 g, 84.2 mmol), 3-biphenylboronic acid (20.0 g, 101 mmol), palladium(H) acetate (0.47 g, 2.1 mmol), triphenylphosphine (2.2 g, 8.4 mmol), sodium carbonate (24.1 g, 227 mmol), dimethoxyethane (170 mL), and water (114 mL). The reaction mixture was heated at reflux for 16 h, after which ethyl acetate (200 mL) was added. The organic layer was then dried over magnesium sul... Procedure details: The ether XXVI (213 g, 0.79 mole) at 25°C was stirred as 0.9 M lithium aluminum hydride in diethylene glycol diethyl ether (484 ml, 0.436 mole of Li Al H4) was added dropwise. Then the product was distilled at atmospheric pressure through a cold water condensor into an ice cooled receiver until 157 g of IV was collected. This distillate was fractionally distilled to give IV, b760 68.1°-68.2°C, of 99.7% purity (by gas-liquid chromatography) in 93% of the theoretical yield; density at 23°C was 1.5... Product: FC(C(C(F)F)(F)OC(F)F)F (Difluoromethyl 1,1,2,3,3-pentafluoro-2-propyl ether). As a reaction SMILES: Cl[C:2]([F:14])([F:13])[C:3]([O:9][CH:10]([F:12])[F:11])([F:8])[C:4](Cl)([F:6])[F:5].[H-].[Al+3].[Li+].[H-].[H-].[H-].C(OCCOCCOCC)C>>[F:6][CH:4]([F:5])[C:3]([O:9][CH:10]([F:12])[F:11])([F:8])[CH:2]([F:14])[F:13] |f:1.2.3.4.5.6|. The reactants are ClC(C(C(F)(F)Cl)(F)OC(F)F)(F)F (Difluoromethyl 1,3-dichloro-1,1,2,3,3-pentafluoro-2-propyl ether), [H-].[Al+3].[Li+].[H-].[H-].[H-] (lithium aluminum hydride), C(C)OCCOCCOCC (diethylene glycol diethyl ether). Starting materials: O=C([O-])[O-], CC(Oc1ccc(S(C)(=O)=O)cc1C(=O)N1Cc2ccc(I)cc2C1)C(F)(F)F, [K+], [K+], CN(C)C=O, OB(O)c1ccccc1. Product: CC(Oc1ccc(S(C)(=O)=O)cc1C(=O)N1Cc2ccc(-c3ccccc3)cc2C1)C(F)(F)F. Reaction SMILES: [C:39](=[O:40])([O-:41])[O-:42].[I:1][c:2]1[cH:3][c:4]2[c:8]([cH:9][cH:10]1)[CH2:7][N:6]([C:11](=[O:12])[c:13]1[c:14]([O:23][CH:24]([C:25]([F:26])([F:27])[F:28])[CH3:29])[cH:15][cH:16][c:17]([S:19](=[O:20])(=[O:21])[CH3:22])[cH:18]1)[CH2:5]2.[K+:43].[K+:44].[O:45]=[CH:46][N:47]([CH3:48])[CH3:49].[c:30]1([B:36]([OH:37])[OH:38])[cH:31][cH:32][cH:33][cH:34][cH:35]1>>[c:2]1(-[c:30]2[cH:31][cH:32][cH:33][cH:34][cH:35]2)[cH:3][c:4]2[c:8]([cH:9][cH:10]1)[CH2:7][N:6]([C:11](=[O:12])[c:13]1[c:14]([O:23][CH:24]([C:25]([F:26])([F:27])[F:28])[CH3:29])[cH:15][cH:16][c:17]([S:19](=[O:20])(=[O:21])[CH3:22])[cH:18]1)[CH2:5]2. The reactants are NC(C(=O)O)\C=C\CP(=O)(O)O (E-2-amino-5-phosphono-3-pentenoic acid), Cl (hydrogen chloride), C(CCCCCCC)O (n-octanol). Product: C(CCCCCCC)OC(C(\C=C\CP(=O)(O)O)N)=O (E-2-amino-5-phosphono-3-pentenoic acid octylester). As a reaction SMILES: [NH2:1][CH:2](/[CH:6]=[CH:7]/[CH2:8][P:9]([OH:12])([OH:11])=[O:10])[C:3]([OH:5])=[O:4].Cl.[CH2:14](O)[CH2:15][CH2:16][CH2:17][CH2:18][CH2:19][CH2:20][CH3:21]>>[CH2:14]([O:4][C:3](=[O:5])[CH:2]([NH2:1])/[CH:6]=[CH:7]/[CH2:8][P:9]([OH:12])([OH:11])=[O:10])[CH2:15][CH2:16][CH2:17][CH2:18][CH2:19][CH2:20][CH3:21]. Procedure details: 2.0 g of E-2-amino-5-phosphono-3-pentenoic acid are suspended in 30 ml of n-octanol and the suspension is saturated with hydrogen chloride gas for 4 hours at 70°. The mixture is concentrated in vacuo at 70° to half its volume, 50 ml of diethyl ether and 15 ml of propylene oxide are added and the whole is filtered. Recrystallisation from water/acetone 1:1 yields E-2-amino-5-phosphono-3-pentenoic acid octylester, m.p. 161°-162°. Starting materials: solution, [F-].C(CCC)[N+](CCCC)(CCCC)CCCC (tetrabutyl ammonium fluoride), CC(C)(C)[Si](O[C@@H]1CN(C[C@@H](C1)CN1C(C2=CC=CC=C2C1=O)=O)C(=O)OCC1=CC=CC=C1)(C)C (cis-phenylmethyl (3RS,5SR)-3-{[(1,1-dimethylethyl)(dimethyl)silyl]oxy}-5-[(1,3-dioxo-1,3-dihydro-2H-isoindol-2-yl)methyl]-1-piperidinecarboxylate). Solvent: C1CCOC1 (THF), C1CCOC1 (THF). The product is O=C1N(C(C2=CC=CC=C12)=O)C[C@@H]1CN(C[C@@H](C1)O)C(=O)OCC1=CC=CC=C1 (Cis-phenylmethyl (3RS,5SR)-3-[(1,3-dioxo-1,3-dihydro-2H-isoindol-2-yl)methyl]-5-hydroxy-1-piperidinecarboxylate). Isolated yield 54.0%. As a reaction SMILES: CC([Si](C)(C)[O:6][C@H:7]1[CH2:12][C@@H:11]([CH2:13][N:14]2[C:22](=[O:23])[C:21]3[C:16](=[CH:17][CH:18]=[CH:19][CH:20]=3)[C:15]2=[O:24])[CH2:10][N:9]([C:25]([O:27][CH2:28][C:29]2[CH:34]=[CH:33][CH:32]=[CH:31][CH:30]=2)=[O:26])[CH2:8]1)(C)C.[F-].C([N+](CCCC)(CCCC)CCCC)CCC>C1COCC1>[O:24]=[C:15]1[C:16]2[C:21](=[CH:20][CH:19]=[CH:18][CH:17]=2)[C:22](=[O:23])[N:14]1[CH2:13][C@H:11]1[CH2:12][C@@H:7]([OH:6])[CH2:8][N:9]([C:25]([O:27][CH2:28][C:29]2[CH:30]=[CH:31][CH:32]=[CH:33][CH:34]=2)=[O:26])[CH2:10]1 |f:1.2|. Procedure: To cis-phenylmethyl (3RS,5SR)-3-{[(1,1-dimethylethyl)(dimethyl)silyl]oxy}-5-[(1,3-dioxo-1,3-dihydro-2H-isoindol-2-yl)methyl]-1-piperidinecarboxylate (for a preparation, see Example 134(e)) (0.92 g, 1.8 mmol) in 10 mL of THF at 0° C. was added a 1N solution of tetrabutyl ammonium fluoride in THF (4 mL, 4.0 mmol). The reaction was allowed to stir under nitrogen while warming to room temperature over 2 h. The reaction was partitioned between EtOAc and saturated aqueous NH4Cl. The organic phase was ...